This data is from the Open Reaction Database (ORD), a public repository of structured organic reaction records. The task is: describe an organic reaction: reactants, conditions, products, and yield Reactants: C(C1=CC=CC=C1)O[C@@H]([C@@H](C(=O)O)NC(=O)OCC1C2=CC=CC=C2C=2C=CC=CC12)C ((2S,3R)-3-benzyloxy-2-(9H-fluoren-9-ylmethoxycarbonylamino)-butyric acid), C(C)(C)(C)OC(=O)N[C@@H](C(=O)O)C1=CC=C(C=C1)OC[C@@H]1OC(OC1)(C)C ((R)-tert-butoxycarbonylamino-[4-((S)-2,2-dimethyl-[1,3]dioxolan-4-ylmethoxy)-phenyl]-acetic acid), C[Si](O[C@@H](COC1=CC=C(C=C1)[C@H]1NC(N(C1=O)[C@H](C(=O)NC1=C(C=C(C=C1)I)Cl)[C@@H](C)C1=CC=CC=C1)=O)CO[Si](C)(C)C)(C)C ((2S,3S)-2-{(R)-4-[4-((S)-2,3-bis-trimethylsilanyloxy-propoxy)-phenyl]-2,5-dioxo-imidazolidin-1-yl}-N-(2-chloro-4-iodo-phenyl)-3-phenyl-butyramide), N[C@@H](C(=O)N[C@H](C(=O)NC1=C(C=C(C=C1)I)Cl)[C@@H](C)C1=CC=CC=C1)C1=CC=C(C=C1)OC[C@@H](CO)O ((2S,3S)-2-{(R)-2-amino-2-[4-((R)-2,3-dihydroxy-propoxy)-phenyl]-acetylamino}-N-(2-chloro-4-iodo-phenyl)-3-phenyl-butyramide), N[C@@H](C(=O)N[C@H](C(=O)NC1=C(C=C(C=C1)I)Cl)[C@@H](C)C1=CC=CC=C1)C1=CC=C(C=C1)OC[C@@H](CO[Si](C)(C)C)O[Si](C)(C)C ((2S,3S)-2-{(R)-2-amino-2-[4-((S)-2,3-bis-trimethylsilanyloxy-propoxy)-phenyl]-acetylamino}-N-(2-chloro-4-iodo-phenyl)-3-phenyl-butyramide). Yields the product ClC1=C(C=CC(=C1)I)NC([C@H]([C@@H](C)C1=CC=CC=C1)N1C(N[C@@H](C1=O)C1=CC=C(C=C1)OC[C@@H](CO)O)=O)=O ((2S,3S)—N-(2-Chloro-4-iodo-phenyl)-2-{(R)-4-[4-((R)-2,3-dihydroxy-propoxy)-phenyl]-2,5-dioxo-imidazolidin-1-yl}-3-phenyl-butyramide). Reaction SMILES: C(O[C@H](C)[C@H](NC(OCC1C2C=CC=CC=2C2C1=CC=CC=2)=O)C(O)=O)C1C=CC=CC=1.N[C@H](C1C=CC(OC[C@H](O)CO)=CC=1)C(N[C@@H]([C@H](C1C=CC=CC=1)C)C(NC1C=CC(I)=CC=1Cl)=O)=O.N[C@H](C1C=CC(OC[C@H](O[Si](C)(C)C)CO[Si](C)(C)C)=CC=1)C(N[C@@H]([C@H](C1C=CC=CC=1)C)C(NC1C=CC(I)=CC=1Cl)=O)=O.C(OC(N[C@H](C1C=CC(OC[C@H]2COC(C)(C)O2)=CC=1)C(O)=O)=O)(C)(C)C.C[Si](C)(C)[O:144][C@H:145]([CH2:181][O:182][Si](C)(C)C)[CH2:146][O:147][C:148]1[CH:153]=[CH:152][C:151]([C@@H:154]2[C:158](=[O:159])[N:157]([C@@H:160]([C@H:172]([C:174]3[CH:179]=[CH:178][CH:177]=[CH:176][CH:175]=3)[CH3:173])[C:161]([NH:163][C:164]3[CH:169]=[CH:168][C:167]([I:170])=[CH:166][C:165]=3[Cl:171])=[O:162])[C:156](=[O:180])[NH:155]2)=[CH:150][CH:149]=1>>[Cl:171][C:165]1[CH:166]=[C:167]([I:170])[CH:168]=[CH:169][C:164]=1[NH:163][C:161](=[O:162])[C@@H:160]([N:157]1[C:158](=[O:159])[C@@H:154]([C:151]2[CH:150]=[CH:149][C:148]([O:147][CH2:146][C@H:145]([OH:144])[CH2:181][OH:182])=[CH:153][CH:152]=2)[NH:155][C:156]1=[O:180])[C@H:172]([C:174]1[CH:175]=[CH:176][CH:177]=[CH:178][CH:179]=1)[CH3:173]. Procedure: Prepared by the same method as described in example 110 except that (i) (R)-tert-butoxycarbonylamino-[4-((S)-2,2-dimethyl-[1,3]dioxolan-4-ylmethoxy)-phenyl]-acetic acid (prepared as described below) was used in place of (R)-tert-butoxycarbonylamino-{4-[2-(tetrahydro-pyran-2-yloxy)-ethoxy]-phenyl}-acetic acid in step 4, (ii) (2S,3S)-2-{(R)-2-amino-2-[4-((R)-2,3-dihydroxy-propoxy)-phenyl]-acetylamino}-N-(2-chloro-4-iodo-phenyl)-3-phenyl-butyramide was temporarily protected as (2S,3S)-2-{(R)-2-amin... Reactants: COC1=CC=C(CNC=2OC(=NN2)C=2C=C3C(=CN(C3=CC2)S(=O)(=O)C2=CC=C(C)C=C2)C2=NC=C(C=C2)S(=O)(=O)C)C=C1 (N-(4-methoxybenzyl)-5-(3-(5-(methylsulfonyl)pyridin-2-yl)-1-tosyl-1H-indol-5-yl)-1,3,4-oxadiazol-2-amine). Run in C(=O)(C(F)(F)F)O (TFA). Yields the product CS(=O)(=O)C=1C=CC(=NC1)C1=CN(C2=CC=C(C=C12)C1=NN=C(O1)N)S(=O)(=O)C1=CC=C(C)C=C1 (5-(3-(5-(methylsulfonyl)pyridin-2-yl)-1-tosyl-1H-indol-5-yl)-1,3,4-oxadiazol-2-amine). RXN SMILES: COC1C=CC(C[NH:8][C:9]2[O:10][C:11]([C:14]3[CH:15]=[C:16]4[C:20](=[CH:21][CH:22]=3)[N:19]([S:23]([C:26]3[CH:32]=[CH:31][C:29]([CH3:30])=[CH:28][CH:27]=3)(=[O:25])=[O:24])[CH:18]=[C:17]4[C:33]3[CH:38]=[CH:37][C:36]([S:39]([CH3:42])(=[O:41])=[O:40])=[CH:35][N:34]=3)=[N:12][N:13]=2)=CC=1>C(O)(C(F)(F)F)=O>[CH3:42][S:39]([C:36]1[CH:37]=[CH:38][C:33]([C:17]2[C:16]3[C:20](=[CH:21][CH:22]=[C:14]([C:11]4[O:10][C:9]([NH2:8])=[N:13][N:12]=4)[CH:15]=3)[N:19]([S:23]([C:26]3[CH:32]=[CH:31][C:29]([CH3:30])=[CH:28][CH:27]=3)(=[O:24])=[O:25])[CH:18]=2)=[N:34][CH:35]=1)(=[O:40])=[O:41]. Reported procedure: N-(4-Methoxybenzyl)-5-(3-(4,4,5,5-tetramethyl-1,3,2-dioxaborolan-2-yl)-1-tosyl-1H-indol-5-yl)-1,3,4-oxadiazol-2-amine (0.200 g, 0.333 mmol), 2-bromo-5-(methylsulfonyl)pyridine (0.118 g, 0.500 mmol) (Acme Bioscience Inc., Palo Alto, Calif.), Xphos (Strem Chemicals, Newburyport, Mass., 9.5 mg, 0.020 mmol), Pd2(dba)3 (Strem Chemicals, Newburyport, Mass., 9.2 mg, 9.99 μmol) and potassium phosphate (0.212 g, 0.999 mmol) were weighed into a 5 mL glass microwave tube. The tube was purged with argon and...